describe an organic reaction: reactants, conditions, products, and yield From a dataset of the Open Reaction Database (ORD), a public repository of structured organic reaction records. Starting materials: CCOC(C)=O, [K+], [K+], CCN(CC)Cc1ccc2cc(COc3cccc4c3CN(C(CCC(=O)OC)C(N)=O)C4=O)sc2c1, O=C([O-])[O-], CN(C)C=O. The product is CCN(CC)Cc1ccc2cc(COc3cccc4c3CN(C3CCC(=O)NC3=O)C4=O)sc2c1. As a reaction SMILES: [CH3:49][CH2:50][O:51][C:52]([CH3:53])=[O:54].[K+:38].[K+:39].[NH2:1][C:2]([CH:3]([CH2:4][CH2:5][C:6](=[O:7])[O:8][CH3:9])[N:10]1[C:11](=[O:36])[c:12]2[cH:13][cH:14][cH:15][c:16]([O:19][CH2:20][c:21]3[cH:22][c:23]4[c:24]([s:25]3)[cH:26][c:27]([CH2:30][N:31]([CH2:32][CH3:33])[CH2:34][CH3:35])[cH:28][cH:29]4)[c:17]2[CH2:18]1)=[O:37].[O-:40][C:41]([O-:42])=[O:43].[O:44]=[CH:45][N:46]([CH3:47])[CH3:48]>>[NH:1]1[C:2](=[O:37])[CH:3]([N:10]2[C:11](=[O:36])[c:12]3[cH:13][cH:14][cH:15][c:16]([O:19][CH2:20][c:21]4[cH:22][c:23]5[c:24]([s:25]4)[cH:26][c:27]([CH2:30][N:31]([CH2:32][CH3:33])[CH2:34][CH3:35])[cH:28][cH:29]5)[c:17]3[CH2:18]2)[CH2:4][CH2:5][C:6]1=[O:7].